The task is: describe an organic reaction: reactants, conditions, products, and yield. This data is from the Open Reaction Database (ORD), a public repository of structured organic reaction records. The reactants are [N+](=O)([O-])C1=CC=C(C=C1)C1=CC=C(C=C1)S(=O)(=O)N1CC2=CC=CC=C2C[C@@H]1C(=O)O (2-(4′-Nitrobiphenyl-4-sulfonyl)-1,2,3,4-tetrahydro-isoquinoline-3-(R)-carboxylic Acid), S(=O)(Cl)Cl (thionyl chloride), CO (methanol). Conditions: temperature 50 celsius, time 1 hour. Product: [N+](=O)([O-])C1=CC=C(C=C1)C1=CC=C(C=C1)S(=O)(=O)N1CC2=CC=CC=C2C[C@@H]1C(=O)OC (methyl 2-(4′-Nitrobiphenyl-4-sulfonyl)-1,2,3,4-tetrahydro-isoquinoline-3-(R)-carboxylate). Reaction SMILES: [N+:1]([C:4]1[CH:9]=[CH:8][C:7]([C:10]2[CH:15]=[CH:14][C:13]([S:16]([N:19]3[C@@H:28]([C:29]([OH:31])=[O:30])[CH2:27][C:26]4[C:21](=[CH:22][CH:23]=[CH:24][CH:25]=4)[CH2:20]3)(=[O:18])=[O:17])=[CH:12][CH:11]=2)=[CH:6][CH:5]=1)([O-:3])=[O:2].S(Cl)(Cl)=O.[CH3:36]O>>[N+:1]([C:4]1[CH:9]=[CH:8][C:7]([C:10]2[CH:11]=[CH:12][C:13]([S:16]([N:19]3[C@@H:28]([C:29]([O:31][CH3:36])=[O:30])[CH2:27][C:26]4[C:21](=[CH:22][CH:23]=[CH:24][CH:25]=4)[CH2:20]3)(=[O:17])=[O:18])=[CH:14][CH:15]=2)=[CH:6][CH:5]=1)([O-:3])=[O:2]. Procedure: 77.5 g (177 mmol) of the carboxylic acid prepared in stage 1 were added in portions to a solution of 65 ml of thionyl chloride (885 mmol) in 800 ml of methanol at a temperature of −15° C. to −10° C. The mixture was then stirred at 25° C. for 1 hour and at 50° C. for 1 hour. Reactants: ice water, BrN1C(CCC1=O)=O (N-Bromosuccinimide), NC(=O)NC=1NC2=CC=CC=C2C1C(=O)N (2-aminocarbonylaminoindole-3-carboxamide), NC(=O)NC=1NC2=CC=CC=C2C1C(=O)N (2-aminocarbonylaminoindole-3-carboxamide). Run in CN(C=O)C (N,N-dimethylformamide). Conditions: temperature 50 celsius, time 6 hour. Yields the product NC(=O)NC=1NC2=CC(=CC=C2C1C(=O)N)Br (2-Aminocarbonylamino-6-bromoindole-3-carboxamide), solid. Yield: 67.0%. RXN SMILES: [Br:1]N1C(=O)CCC1=O.[NH2:9][C:10]([NH:12][C:13]1[NH:14][C:15]2[C:20]([C:21]=1[C:22]([NH2:24])=[O:23])=[CH:19][CH:18]=[CH:17][CH:16]=2)=[O:11]>CN(C)C=O>[NH2:9][C:10]([NH:12][C:13]1[NH:14][C:15]2[C:20]([C:21]=1[C:22]([NH2:24])=[O:23])=[CH:19][CH:18]=[C:17]([Br:1])[CH:16]=2)=[O:11]. Procedure details: N-Bromosuccinimide (4.8 g, 27 mmol) was added to a solution of 2-aminocarbonylaminoindole-3-carboxamide (Compound 2-10, 5.9 g, 27 mmol) in anhydrous N,N-dimethylformamide (180 mL) under ice-cooling, and the mixture was stirred at 50° C. for 6 hours. The reaction mixture was poured into ice-water (400 mL) and the whole was extracted with ethyl acetate (500 mL). The organic layer was washed with saturated sodium hydrogen carbonate aqueous solution (200 mL×2), 2 N sodium thiosulfate aqueous solutio... The reactants are CCN(C(C)C)C(C)C (DIPEA), FC(C=1C(=NC(=NC1)Cl)Cl)(F)F (5-(trifluoromethyl)-2,4-di-chloropyrimidine), FC(OC1=C(CN)C=CC=C1)(F)F (2-(trifluoromethoxy)benzylamine). Run in CCOC(=O)C (EtOAc), CN(C)C=O (DMF), CN(C)C=O (DMF). Reaction conditions: time 20 minute. Yields the product ClC1=NC(=NC=C1C(F)(F)F)NCC1=C(C=CC=C1)OC(F)(F)F ((4-chloro-5-trifluoromethyl-pyrimidin-2-yl)-(2-trifluoromethoxy-benzyl)-amine). The yield is 51.5%. RXN SMILES: [F:1][C:2]([F:12])([F:11])[C:3]1[C:4]([Cl:10])=[N:5][C:6](Cl)=[N:7][CH:8]=1.[F:13][C:14]([F:25])([F:24])[O:15][C:16]1[CH:23]=[CH:22][CH:21]=[CH:20][C:17]=1[CH2:18][NH2:19].CCN(C(C)C)C(C)C>CN(C=O)C.CCOC(C)=O>[Cl:10][C:4]1[C:3]([C:2]([F:12])([F:11])[F:1])=[CH:8][N:7]=[C:6]([NH:19][CH2:18][C:17]2[CH:20]=[CH:21][CH:22]=[CH:23][C:16]=2[O:15][C:14]([F:13])([F:24])[F:25])[N:5]=1. Procedure details: To a solution of 5-(trifluoromethyl)-2,4-di-chloropyrimidine (0.5 g, 2.3 mmol) in DMF (8 mL) were added a solution of 2-(trifluoromethoxy)benzylamine (0.44g, 2.3 mmol) in DMF (2 mL) followed by DIPEA (0.44 mL, 2.3 mmol) at −20° C. The reaction mixture was stirred at that temperature for 20 min. When the starting material was all consumed, the mixture was diluted with EtOAc and washed with water (×4). The organic phase was dried over anhydrous Na2SO4 and concentrated in vacuo. The resulting resid...